This data is from the Open Reaction Database (ORD), a public repository of structured organic reaction records. The task is: describe an organic reaction: reactants, conditions, products, and yield Reactants: C(C1=CC=CC=C1)N1C(C2=CC=CC=C2CC1)CN1CCCC1 (2-benzyl-1-(1-pyrrolidinylmethyl)-1,2,3,4-tetrahydroisoquinoline). Reagents/catalysts: [Pd] (Pd on charcoal). Solvent: C(C)O (ethanol). Yields the product N1(CCCC1)CC1NCCC2=CC=CC=C12 (1-[1-pyrrolidinylmethyl)-1,2,3,4-tetrahydroisoquinoline). The yield is 97.4%. Reaction SMILES: C([N:8]1[CH2:17][CH2:16][C:15]2[C:10](=[CH:11][CH:12]=[CH:13][CH:14]=2)[CH:9]1[CH2:18][N:19]1[CH2:23][CH2:22][CH2:21][CH2:20]1)C1C=CC=CC=1>C(O)C.[Pd]>[N:19]1([CH2:18][CH:9]2[C:10]3[C:15](=[CH:14][CH:13]=[CH:12][CH:11]=3)[CH2:16][CH2:17][NH:8]2)[CH2:23][CH2:22][CH2:21][CH2:20]1. Procedure details: 8 g of 2-benzyl-1-(1-pyrrolidinylmethyl)-1,2,3,4-tetrahydroisoquinoline were dissolved in 200 ml of 95% ethanol and hydrogenated on 1.5 g of 5% Pd on charcoal at 40° C. and room temperature. After 7 hr the catalyst was filtered off, and the solvent evaporated i.v. 5.5 g of crude product were obtained, sufficiently pure for the subsequent step. The reactants are BrC1=C(C=C(C=C1)[N+](=O)[O-])OC (1-bromo-2-methoxy-4-nitrobenzene), FC(C(=O)[O-])(F)F.[K+] (potassium trifluoroacetate), copper iodide(I), C1(=CC=CC=C1)C (toluene). Run in CN(C=O)C (N,N-dimethylformamide). Reaction conditions: temperature 155 celsius, time 20 hour. Product: COC1=C(C=CC(=C1)[N+](=O)[O-])C(F)(F)F (2-methoxy-4-nitro-1-(trifluoromethyl)benzene). Isolated yield 72.1%. As a reaction SMILES: Br[C:2]1[CH:7]=[CH:6][C:5]([N+:8]([O-:10])=[O:9])=[CH:4][C:3]=1[O:11][CH3:12].[F:13][C:14]([F:19])([F:18])C([O-])=O.[K+].C1(C)C=CC=CC=1>CN(C)C=O>[CH3:12][O:11][C:3]1[CH:4]=[C:5]([N+:8]([O-:10])=[O:9])[CH:6]=[CH:7][C:2]=1[C:14]([F:19])([F:18])[F:13] |f:1.2|. Procedure details: To a solution of 1-bromo-2-methoxy-4-nitrobenzene (10.0 g, 43.0 mmol) in N,N-dimethylformamide (200 mL) were added potassium trifluoroacetate (13.0 g, 86.0 mmol), copper iodide(I) and toluene (40 mL), and the mixture was stirred at 155° C. for 20 hr while removing the produced water drops by a Dean-Stark trap. The reaction mixture was cooled to room temperature, and concentrated under reduced pressure. The residue was suspended in ethyl acetate (300 mL), the insoluble material was filtered off, ...